Dataset: the Open Reaction Database (ORD), a public repository of structured organic reaction records. Task: describe an organic reaction: reactants, conditions, products, and yield The reactants are C(C)(C)(C)[Si](OCCCCO)(C)C (4-(tert-butyldimethyl-silyloxy)butan-1-ol), [N+](=O)([O-])C1=C(C#N)C(=CC=C1)[N+](=O)[O-] (2,6-dinitrobenzonitrile). The product is [Si](C)(C)(C(C)(C)C)OCCCCOC1=C(C#N)C(=CC=C1)[N+](=O)[O-] (2-(4-(tert-butyldimethylsilyloxy)butoxy)-6-nitrobenzonitrile). Isolated yield 25.0%. RXN SMILES: [C:1]([Si:5]([CH3:13])([CH3:12])[O:6][CH2:7][CH2:8][CH2:9][CH2:10][OH:11])([CH3:4])([CH3:3])[CH3:2].[N+:14]([C:17]1[CH:24]=[CH:23][CH:22]=[C:21]([N+]([O-])=O)[C:18]=1[C:19]#[N:20])([O-:16])=[O:15]>>[Si:5]([O:6][CH2:7][CH2:8][CH2:9][CH2:10][O:11][C:21]1[CH:22]=[CH:23][CH:24]=[C:17]([N+:14]([O-:16])=[O:15])[C:18]=1[C:19]#[N:20])([C:1]([CH3:4])([CH3:3])[CH3:2])([CH3:13])[CH3:12]. Procedure: Prepared as in Example 215c from 4-(tert-butyldimethyl-silyloxy)butan-1-ol and 2,6-dinitrobenzonitrile in 25% yield as a pale yellow solid. 1H NMR (400 MHz, DMSO-d6) δ 0.01 (s, 6H), 0.81-0.83 (m, 9H), 1.61-1.66 (m, 2H), 1.76-1.81 (m, 2H), 3.63 (t, J=6.8 Hz, 2H), 4.26 (t, J=6.4 Hz, 2H), 7.68-7.70 (m, 1H), 7.84-7.89 (m, 2H). Reactants: O=C1SC(C(N1)=O)CC1=CC=C(OCC(=O)NC2=C(C=C(C=C2)OC2=C(C=CC=C2)N2CCOCC2)N(C(OC(C)(C)C)=O)C)C=C1 (t-butyl N-{2-[4-(2,4-dioxothiazolidin-5-ylmethyl)phenoxyacetylamino]-5-[2-(morpholin-4-yl)phenoxy]phenyl}-N-methylcarbamate). Run in Cl.O1CCOCC1 (hydrochloric acid dioxane). The product is CN1C(=NC2=C1C=C(C=C2)OC2=C(C=CC=C2)N2CCOCC2)COC2=CC=C(CC1C(NC(S1)=O)=O)C=C2 (5-{4-(1-Methyl-6-[2-(morpholin-4-yl)phenoxy]-1H-benzimidazol-2-ylmethoxy)benzyl}thiazolidine-2,4-dione). The yield is 78.9%. As a reaction SMILES: [O:1]=[C:2]1[NH:6][C:5](=[O:7])[CH:4]([CH2:8][C:9]2[CH:47]=[CH:46][C:12]([O:13][CH2:14][C:15]([NH:17][C:18]3[CH:23]=[CH:22][C:21]([O:24][C:25]4[CH:30]=[CH:29][CH:28]=[CH:27][C:26]=4[N:31]4[CH2:36][CH2:35][O:34][CH2:33][CH2:32]4)=[CH:20][C:19]=3[N:37]([CH3:45])C(=O)OC(C)(C)C)=O)=[CH:11][CH:10]=2)[S:3]1>Cl.O1CCOCC1>[CH3:45][N:37]1[C:19]2[CH:20]=[C:21]([O:24][C:25]3[CH:30]=[CH:29][CH:28]=[CH:27][C:26]=3[N:31]3[CH2:32][CH2:33][O:34][CH2:35][CH2:36]3)[CH:22]=[CH:23][C:18]=2[N:17]=[C:15]1[CH2:14][O:13][C:12]1[CH:46]=[CH:47][C:9]([CH2:8][CH:4]2[S:3][C:2](=[O:1])[NH:6][C:5]2=[O:7])=[CH:10][CH:11]=1 |f:1.2|. Reported procedure: Using 1.45 g of t-butyl N-{2-[4-(2,4-dioxothiazolidin-5-ylmethyl)phenoxyacetylamino]-5-[2-(morpholin-4-yl)phenoxy]phenyl}-N-methylcarbamate and 20 ml of 4N hydrochloric acid/dioxane, reaction and purification were carried out in a similar manner to Example 2a, whereby 0.94 g of the title compound were obtained. Reactants: C(C)(C)(C)OC(N(C1=CC=NC=C1)CCOC1=CC(=CC(=C1)Cl)C(N(C1CCCC1)CCC(N)=O)=O)=O ((2-{3-[(2-carbamoyl-ethyl)-cyclopentyl-carbamoyl]-5-chloro-phenoxy}-ethyl)-pyridin-4-yl-carbamic acid tert-butyl ester), FC(C(=O)O)(F)F (trifluoroacetic acid). The solvent is ClCCl (dichloromethane). Run at time 2 hour. Product: FC(C(=O)O)(F)F.C(N)(=O)CCN(C(C1=CC(=CC(=C1)OCCNC1=CC=NC=C1)Cl)=O)C1CCCC1 (N-(2-Carbamoyl-ethyl)-3-chloro-N-cyclopentyl-5-[2-(pyridin-4-ylamino)-ethoxy]-benzamide trifluoroacetate). As a reaction SMILES: C(OC(=O)[N:7]([CH2:14][CH2:15][O:16][C:17]1[CH:22]=[C:21]([Cl:23])[CH:20]=[C:19]([C:24](=[O:36])[N:25]([CH2:31][CH2:32][C:33](=[O:35])[NH2:34])[CH:26]2[CH2:30][CH2:29][CH2:28][CH2:27]2)[CH:18]=1)[C:8]1[CH:13]=[CH:12][N:11]=[CH:10][CH:9]=1)(C)(C)C.[F:38][C:39]([F:44])([F:43])[C:40]([OH:42])=[O:41]>ClCCl>[F:38][C:39]([F:44])([F:43])[C:40]([OH:42])=[O:41].[C:33]([CH2:32][CH2:31][N:25]([CH:26]1[CH2:30][CH2:29][CH2:28][CH2:27]1)[C:24](=[O:36])[C:19]1[CH:18]=[C:17]([O:16][CH2:15][CH2:14][NH:7][C:8]2[CH:13]=[CH:12][N:11]=[CH:10][CH:9]=2)[CH:22]=[C:21]([Cl:23])[CH:20]=1)(=[O:35])[NH2:34] |f:3.4|. Reported procedure: A solution of (2-{3-[(2-carbamoyl-ethyl)-cyclopentyl-carbamoyl]-5-chloro-phenoxy}-ethyl)-pyridin-4-yl-carbamic acid tert-butyl ester (0.074 g) in a mixture of dichloromethane (1 ml) and trifluoroacetic acid (1 ml) was stored at room temperature for 2 h and then concentrated under reduced pressure to give the title compound (0.060 g) as a colourless gum.